This data is from the Open Reaction Database (ORD), a public repository of structured organic reaction records. The task is: describe an organic reaction: reactants, conditions, products, and yield Starting materials: CO, CCOC(C)=O, Cc1c(NC(C(=O)O)C(C)O)ccc(C#N)c1Cl, Cc1c(NC(C(=O)NNC(=O)c2ccccc2)C(C)O)ccc(C#N)c1Cl, NNC(=O)c1ccc(O)cc1. Product: Cc1c(NC(C(=O)NNC(=O)c2ccc(O)cc2)C(C)O)ccc(C#N)c1Cl. Reaction SMILES: [CH3:57][OH:58].[CH3:59][CH2:60][O:61][C:62]([CH3:63])=[O:64].[Cl:1][c:2]1[c:3]([CH3:18])[c:4]([NH:10][CH:11]([C:12](=[O:13])[OH:14])[CH:15]([CH3:16])[OH:17])[cH:5][cH:6][c:7]1[C:8]#[N:9].[Cl:30][c:31]1[c:32]([CH3:33])[c:34]([NH:35][CH:36]([CH:37]([OH:38])[CH3:39])[C:40]([NH:41][NH:42][C:43](=[O:44])[c:45]2[cH:46][cH:47][cH:48][cH:49][cH:50]2)=[O:51])[cH:52][cH:53][c:54]1[C:55]#[N:56].[OH:19][c:20]1[cH:21][cH:22][c:23]([C:24](=[O:25])[NH:26][NH2:27])[cH:28][cH:29]1>>[Cl:1][c:2]1[c:3]([CH3:18])[c:4]([NH:10][CH:11]([C:12](=[O:14])[NH:27][NH:26][C:24]([c:23]2[cH:22][cH:21][c:20]([OH:19])[cH:29][cH:28]2)=[O:25])[CH:15]([CH3:16])[OH:17])[cH:5][cH:6][c:7]1[C:8]#[N:9]. Reactants: C(C)(=O)OC(C)=O (acetic anhydride), NC=1N(C=2N(C(C1N=O)=O)CC(N2)C)CC2=CC=C(C=C2)Cl (7-Amino-8-[(4-Chlorophenyl)Methyl]-2,3-Dihydro-2-Methyl-6-Nitrosoimidazo[1,2-a]Pyrimidin-5(8H)-One), N1=CC=CC=C1 (pyridine), S(=O)(=O)([O-])S(=O)(=O)[O-].[Na+].[Na+] (sodium dithionate), 7-amino-4-[(4-chlorophenyl)-methyl]-2,3-dihydro-6-formylamino-2-methylimidazo[1,2-a]pyrimidin-5-(8H)-one. Run in C(C)#N (acetonitrile), C(=O)O (formic acid). Product: ClC1=CC=C(C=C1)CN1C=2N(C(C=3N=C(NC13)C)=O)CC(N2)C (4-[(4-Chlorophenyl)Methyl]-6,7-Dihydro-2,6-Dimethyl-3H-Imidazo[1,2-a]Purin-9(4H)-One). As a reaction SMILES: [NH2:1][C:2]1[N:3]([CH2:15][C:16]2[CH:21]=[CH:20][C:19]([Cl:22])=[CH:18][CH:17]=2)[C:4]2[N:5]([CH2:11][CH:12]([CH3:14])[N:13]=2)[C:6](=[O:10])[C:7]=1[N:8]=O.S(S([O-])(=O)=O)([O-])(=O)=O.[Na+].[Na+].N1C=CC=[CH:35][CH:34]=1.C(OC(=O)C)(=O)C>C(O)=O.C(#N)C>[Cl:22][C:19]1[CH:20]=[CH:21][C:16]([CH2:15][N:3]2[C:2]3[NH:1][C:34]([CH3:35])=[N:8][C:7]=3[C:6](=[O:10])[N:5]3[CH2:11][CH:12]([CH3:14])[N:13]=[C:4]23)=[CH:17][CH:18]=1 |f:1.2.3|. Procedure: The product of Procedure 99 was reduced with sodium dithionate in formic acid according to the method of Procedure 21. The resulting 7-amino-4-[(4-chlorophenyl)-methyl]-2,3-dihydro-6-formylamino-2-methylimidazo[1,2-a]pyrimidin-5-(8H)-one, 3.5 g. (0.0104 mole) in 7 ml. of pyridine and 7 ml. of acetic anhydride was refluxed for three 3 hrs. during which the mixture foamed and turned dark. The mixture was allowed to cool to room temperature and diluted with acetonitrile resulting in the formation o...